Task: describe an organic reaction: reactants, conditions, products, and yield. Dataset: the Open Reaction Database (ORD), a public repository of structured organic reaction records The reactants are CCCCCCCCBr, C1=C(OCc2ccccc2)C=C2N=C3CCCCC3=C2C1. RXN SMILES: [Br:22][CH2:23][CH2:24][CH2:25][CH2:26][CH2:27][CH2:28][CH2:29][CH3:30].[c:1]1([CH2:7][O:8][C:9]2=[CH:21][CH2:20][C:12]3=[C:13]4[C:14](=[N:15][C:11]3=[CH:10]2)[CH2:16][CH2:17][CH2:18][CH2:19]4)[cH:2][cH:3][cH:4][cH:5][cH:6]1>>[c:1]1([CH2:7][O:8][C:9]2=[CH:21][CH:20]([CH2:23][CH2:24][CH2:25][CH2:26][CH2:27][CH2:28][CH2:29][CH3:30])[C:12]3=[C:13]4[C:14](=[N:15][C:11]3=[CH:10]2)[CH2:16][CH2:17][CH2:18][CH2:19]4)[cH:2][cH:3][cH:4][cH:5][cH:6]1. Product: CCCCCCCCC1C=C(OCc2ccccc2)C=C2N=C3CCCCC3=C21. Starting materials: COC1=C(C(=C2C(OCC2=C1C)=O)OCOCCOC)CCC(C[C@@H](C(=O)N1C(OC[C@H]1C(C)C)=O)C)C (3-[6-(1,3-dihydro-6-methoxy-4-methoxyethoxymethoxy-7-methyl-3-oxoisobenzofuran-5-yl)-2-(S),4-dimethylhexanoyl)-4-(R)-isopropyl-2-oxazolidinone), C1(=CC=C(C=C1)S(=O)(=O)O)C (p-toluenesulphonic acid). The solvent is CO (methanol), C(Cl)Cl (methylene chloride). Product: COC1=C(C(=C2C(OCC2=C1C)=O)OCOCCOC)CCC(C[C@@H](C(=O)N1C(OC[C@H]1C(C)C)=O)C)C (3-[6-(1,3-dihydro-6-methoxy-4-methoxyethoxymethoxy-7-methyl-3-oxoisobenzofuran-5-yl)-2-(S),4-dimethylhexanoyl)-4-(R)-isopropyl-2-oxazolidinone), C(C)(C)[C@H]1NC(OC1)=O (4-(R) -isopropyl-2-oxazolidinone), 128-C. As a reaction SMILES: [CH3:1][O:2][C:3]1[C:11]([CH3:12])=[C:10]2[C:6]([C:7](=[O:13])[O:8][CH2:9]2)=[C:5]([O:14][CH2:15][O:16][CH2:17][CH2:18][O:19][CH3:20])[C:4]=1[CH2:21][CH2:22][CH:23]([CH3:38])[CH2:24][C@H:25]([CH3:37])[C:26]([N:28]1[C@H:32]([CH:33]([CH3:35])[CH3:34])[CH2:31][O:30][C:29]1=[O:36])=[O:27].C1(C)C=CC(S(O)(=O)=O)=CC=1>CO.C(Cl)Cl>[CH3:1][O:2][C:3]1[C:11]([CH3:12])=[C:10]2[C:6]([C:7](=[O:13])[O:8][CH2:9]2)=[C:5]([O:14][CH2:15][O:16][CH2:17][CH2:18][O:19][CH3:20])[C:4]=1[CH2:21][CH2:22][CH:23]([CH3:38])[CH2:24][C@H:25]([CH3:37])[C:26]([N:28]1[C@H:32]([CH:33]([CH3:34])[CH3:35])[CH2:31][O:30][C:29]1=[O:36])=[O:27].[CH:33]([C@@H:32]1[CH2:31][O:30][C:29](=[O:36])[NH:28]1)([CH3:35])[CH3:34]. Procedure: A solution of (E) 3-[6-(1,3-dihydro-6-methoxy-4-methoxyethoxymethoxy-7-methyl-3-oxoisobenzofuran-5-yl)-2-(S), 4-dimethylhexanoyl)-4-(R)-isopropyl-2-oxazolidinone (1.3 g) and p-toluenesulphonic acid (0.6 g) in methanol (25 ml) was left at room temperature for 24 hours. The solution was diluted with methylene chloride and washed with dilute aqueous sodium bicarbonate and water, then dried and evaporated. The residue was chromatographed on silica gel, eluting with 99.2:0.8 methylene chloride methan... Reactants: COC(=O)c1ccc(COc2cccnc2)cc1-c1ccccc1, CO, [Na+], [OH-]. The product is O=C(O)c1ccc(COc2cccnc2)cc1-c1ccccc1. Reaction SMILES: [CH3:1][O:2][C:3]([c:4]1[c:5](-[c:18]2[cH:19][cH:20][cH:21][cH:22][cH:23]2)[cH:6][c:7]([CH2:10][O:11][c:12]2[cH:13][n:14][cH:15][cH:16][cH:17]2)[cH:8][cH:9]1)=[O:24].[CH3:27][OH:28].[Na+:26].[OH-:25]>>[O:2]=[C:3]([c:4]1[c:5](-[c:18]2[cH:19][cH:20][cH:21][cH:22][cH:23]2)[cH:6][c:7]([CH2:10][O:11][c:12]2[cH:13][n:14][cH:15][cH:16][cH:17]2)[cH:8][cH:9]1)[OH:24].